This data is from the Open Reaction Database (ORD), a public repository of structured organic reaction records. The task is: describe an organic reaction: reactants, conditions, products, and yield The reactants are ClC1=NC2=CC=CC=C2C(=N1)Cl (2,4-dichloroquinazoline), NC(CC)CC (3-aminopentane), CC1=NNC(=C1)C (3,5-dimethylpyrazole). Product: Cl.CC1=NN(C(=C1)C)C1=NC2=CC=CC=C2C(=N1)NC(CC)CC ([2-(3,5-Dimethyl-pyrazol-1-yl)-quinazolin-4-yl]-(1-ethyl-propyl)-amine, Hydrochloride). As a reaction SMILES: [Cl:1][C:2]1[N:11]=[C:10](Cl)[C:9]2[C:4](=[CH:5][CH:6]=[CH:7][CH:8]=2)[N:3]=1.[NH2:13][CH:14]([CH2:17][CH3:18])[CH2:15][CH3:16].[CH3:19][C:20]1[CH:24]=[C:23]([CH3:25])[NH:22][N:21]=1>>[ClH:1].[CH3:19][C:20]1[CH:24]=[C:23]([CH3:25])[N:22]([C:2]2[N:11]=[C:10]([NH:13][CH:14]([CH2:17][CH3:18])[CH2:15][CH3:16])[C:9]3[C:4](=[CH:5][CH:6]=[CH:7][CH:8]=3)[N:3]=2)[N:21]=1 |f:3.4|. Procedure details: Was prepared according to Method A from 2,4-dichloroquinazoline, 3-aminopentane and 3,5-dimethylpyrazole. Mp. 96.4° C. Starting materials: C1(CC1)CN1C(=NC2=C1C=CC(=C2)S(=O)(=O)CC(C)(C)NC(=O)N)CC(C)(C)C (N-(2-{[1-(Cyclopropylmethyl)-2-(2,2-dimethylpropyl)-1H-benzimidazol-5-yl]sulfonyl}-1,1-dimethylethyl)urea), CO (methanol). The reagents and catalysts are [C].[Pd] (palladium carbon). Run in O1CCCC1 (tetrahydrofuran). Reaction conditions: time 3 hour. Product: NC1=C(C=CC(=C1)S(=O)(=O)C)NCC1CC1 (2-Amino-1-(N-cyclopropylmethyamino)-4-(methylsulfonyl)benzene). Isolated yield 111.4%. Reaction SMILES: [CH:1]1([CH2:4][N:5]2[C:9]3[CH:10]=[CH:11][C:12]([S:14]([CH2:17]C(NC(N)=O)(C)C)(=[O:16])=[O:15])=[CH:13][C:8]=3[N:7]=C2CC(C)(C)C)[CH2:3][CH2:2]1.CO>[C].[Pd].O1CCCC1>[NH2:7][C:8]1[CH:13]=[C:12]([S:14]([CH3:17])(=[O:15])=[O:16])[CH:11]=[CH:10][C:9]=1[NH:5][CH2:4][CH:1]1[CH2:3][CH2:2]1 |f:2.3|. Procedure details: A mixture of N-(cyclopropylmethyl)-4-(methylsulfonyl)-2-nitroaniline (Step A, 9.32 g, 34.2 mmol), 10% palladium carbon (950 mg), methanol (250 mL) and tetrahydrofuran (250 mL) was stirred at room temperature for 3 h under hydrogen atmosphere. The resulting mixture was filtered through a pad of celite. The filtrate was concentrated to afford the crude product (9.16 g) as brown viscous oil.